Dataset: the Open Reaction Database (ORD), a public repository of structured organic reaction records. Task: describe an organic reaction: reactants, conditions, products, and yield The reactants are COC(=O)Cl, CN(C)C=O, OCCN(c1ccccc1)c1nc(Nc2ccc(-c3cnco3)cc2)nc2c1CNCC2. Product: COC(=O)N1CCc2nc(Nc3ccc(-c4cnco4)cc3)nc(N(CCO)c3ccccc3)c2C1. RXN SMILES: [Cl:33][C:34](=[O:35])[O:36][CH3:37].[O:38]=[CH:39][N:40]([CH3:41])[CH3:42].[o:1]1[cH:2][n:3][cH:4][c:5]1-[c:6]1[cH:7][cH:8][c:9]([NH:12][c:13]2[n:14][c:15]([N:23]([CH2:24][CH2:25][OH:26])[c:27]3[cH:28][cH:29][cH:30][cH:31][cH:32]3)[c:16]3[c:17]([n:18]2)[CH2:19][CH2:20][NH:21][CH2:22]3)[cH:10][cH:11]1>>[o:1]1[cH:2][n:3][cH:4][c:5]1-[c:6]1[cH:7][cH:8][c:9]([NH:12][c:13]2[n:14][c:15]([N:23]([CH2:24][CH2:25][OH:26])[c:27]3[cH:28][cH:29][cH:30][cH:31][cH:32]3)[c:16]3[c:17]([n:18]2)[CH2:19][CH2:20][N:21]([C:34](=[O:35])[O:36][CH3:37])[CH2:22]3)[cH:10][cH:11]1. Starting materials: COc1ccc(CCNCC(O)C(=O)O)cc1OC, COc1ccccc1CO, Cl, c1ccccc1. Yields the product COc1ccccc1COC(=O)C(O)CNCCc1ccc(OC)c(OC)c1. RXN SMILES: [CH3:1][O:2][c:3]1[cH:4][c:5]([CH2:6][CH2:7][NH:8][CH2:9][CH:10]([C:11](=[O:12])[OH:13])[OH:14])[cH:15][cH:16][c:17]1[O:18][CH3:19].[CH3:20][O:21][c:22]1[c:23]([CH2:24][OH:25])[cH:26][cH:27][cH:28][cH:29]1.[ClH:30].[cH:31]1[cH:32][cH:33][cH:34][cH:35][cH:36]1>>[CH3:1][O:2][c:3]1[cH:4][c:5]([CH2:6][CH2:7][NH:8][CH2:9][CH:10]([C:11](=[O:12])[O:13][CH2:24][c:23]2[c:22]([O:21][CH3:20])[cH:29][cH:28][cH:27][cH:26]2)[OH:14])[cH:15][cH:16][c:17]1[O:18][CH3:19]. The product is NC1=C(C(=NN1C1=C(C=C(C=C1Cl)C(F)(F)F)Cl)C(F)(F)F)S(N(C)C)(=O)=O (5-amino-1-(2,6-dichloro-4-trifluoromethylphenyl)-4-(N,N-dimethylsulphamoyl)-3-trifluoromethylpyrazole). RXN SMILES: [NH2:1][C:2]1[N:6]([C:7]2[C:12]([Cl:13])=[CH:11][C:10]([C:14]([F:17])([F:16])[F:15])=[CH:9][C:8]=2[Cl:18])[N:5]=[C:4]([C:19]([F:22])([F:21])[F:20])[C:3]=1[S:23](Cl)(=[O:25])=[O:24].[CH3:27][NH:28][CH3:29]>>[NH2:1][C:2]1[N:6]([C:7]2[C:12]([Cl:13])=[CH:11][C:10]([C:14]([F:17])([F:16])[F:15])=[CH:9][C:8]=2[Cl:18])[N:5]=[C:4]([C:19]([F:22])([F:21])[F:20])[C:3]=1[S:23](=[O:25])(=[O:24])[N:28]([CH3:29])[CH3:27]. Procedure details: A mixture of 5-amino-4-chlorosulphonyl-1-(2,6-dichloro-4-trifluoromethylphenyl)-3-trifluoromethylpyrazole (1.2 g) and dimethylamine (17.6 ml of a 40% aqueous solution) was heated on a steambath for 1 hour, cooled, and poured onto crushed ice (50 g) to give a brown solid. This solid was filtered, dried, and recrystallized from toluene to give 5-amino-1-(2,6-dichloro-4-trifluoromethylphenyl)-4-(N,N-dimethylsulphamoyl)-3-trifluoromethylpyrazole (0.8 g) as light brown crystals, m.p. 177.6°-178.6° C. Starting materials: NC1=C(C(=NN1C1=C(C=C(C=C1Cl)C(F)(F)F)Cl)C(F)(F)F)S(=O)(=O)Cl (5-amino-4-chlorosulphonyl-1-(2,6-dichloro-4-trifluoromethylphenyl)-3-trifluoromethylpyrazole), CNC (dimethylamine), aqueous solution, ice. Reactants: O.NN (hydrazine hydrate), CN(C)C=NC(=O)C1=C(C(=NO1)OCC)C (N-(dimethylamino)methylidene 3-ethoxy-4-methylisoxazole-5-carboxamide). Run in C(C)(=O)O (acetic acid). Conditions: temperature 90 celsius, time 15 minute. The product is C(C)OC1=NOC(=C1C)C1=NNC=N1 (3-(3-Ethoxy-4-methylisoxazol-5-yl)-1H-1,2,4-triazole). Yield: 77.2%. As a reaction SMILES: O.[NH2:2]N.C[N:5]([CH:7]=[N:8][C:9]([C:11]1[O:15][N:14]=[C:13]([O:16][CH2:17][CH3:18])[C:12]=1[CH3:19])=O)C>C(O)(=O)C>[CH2:17]([O:16][C:13]1[C:12]([CH3:19])=[C:11]([C:9]2[N:8]=[CH:7][NH:5][N:2]=2)[O:15][N:14]=1)[CH3:18] |f:0.1|. Procedure: To a solution of hydrazine hydrate (0.6 mL, 12.4 mmol) in acetic acid (15 mL) was added N-(dimethylamino)methylidene 3-ethoxy-4-methylisoxazole-5-carboxamide (1.8 g, 8.0 mmol). The reaction mixture was stirred at 90° C. for 15 min and then left at room temperature to crystallize affording pure title compound (1.2 g, 77%): mp 194-196° C. Water was added (40 mL) and the aqueous phase was extracted with EtOAc (3×30 mL). The organic extracts were washed with brine, dried (MgSO4) and concentrated in ... Starting materials: COC(=O)c1cccc(C2=C(Br)CCC2)n1, OB(O)c1cc(C(F)(F)F)ccc1OCc1ccc(F)cc1. Product: COC(=O)c1cccc(C2=C(c3cc(C(F)(F)F)ccc3OCc3ccc(F)cc3)CCC2)n1. As a reaction SMILES: [CH3:1][O:2][C:3](=[O:4])[c:5]1[n:6][c:7]([C:11]2=[C:12]([Br:16])[CH2:13][CH2:14][CH2:15]2)[cH:8][cH:9][cH:10]1.[F:17][c:18]1[cH:19][cH:20][c:21]([CH2:22][O:23][c:24]2[c:25]([B:34]([OH:35])[OH:36])[cH:26][c:27]([C:30]([F:31])([F:32])[F:33])[cH:28][cH:29]2)[cH:37][cH:38]1>>[CH3:1][O:2][C:3](=[O:4])[c:5]1[n:6][c:7]([C:11]2=[C:12]([c:25]3[c:24]([O:23][CH2:22][c:21]4[cH:20][cH:19][c:18]([F:17])[cH:38][cH:37]4)[cH:29][cH:28][c:27]([C:30]([F:31])([F:32])[F:33])[cH:26]3)[CH2:13][CH2:14][CH2:15]2)[cH:8][cH:9][cH:10]1. Reactants: 2-quanidino-4-(4-aminobutyl)thiazole, N(C(=N)N)C=1SC=C(N1)CCCCNC1=C(C(C1=O)=O)OC (1-[4-(2-guanidinothiazol-4-yl)butylamino]-2-methoxycyclobutene-3,4-dione). Solvent: CO (methanol). Run at time 18 hour. The product is N(C(=N)N)C=1SC=C(N1)CCCCNC1=C(C(C1=O)=O)NCCCCC=1N=C(SC1)NC(=N)N (1,2-bis[4-(2-guanidinothiazol-4-yl)-butylamino]cyclobutene-3,4-dione). As a reaction SMILES: [NH:1]([C:5]1[S:6][CH:7]=[C:8]([CH2:10][CH2:11][CH2:12][CH2:13][NH:14][C:15]2[C:18](=[O:19])[C:17](=[O:20])[C:16]=2OC)[N:9]=1)[C:2]([NH2:4])=[NH:3]>CO>[NH:1]([C:5]1[S:6][CH:7]=[C:8]([CH2:10][CH2:11][CH2:12][CH2:13][NH:14][C:16]2[C:17](=[O:20])[C:18](=[O:19])[C:15]=2[NH:14][CH2:13][CH2:12][CH2:11][CH2:10][C:8]2[N:9]=[C:5]([NH:1][C:2]([NH2:4])=[NH:3])[S:6][CH:7]=2)[N:9]=1)[C:2]([NH2:4])=[NH:3]. Procedure: A mixture of 2-quanidino-4-(4-aminobutyl)thiazole (0.105 g) and 1-[4-(2-guanidinothiazol-4-yl)butylamino]-2-methoxycyclobutene-3,4-dione (0.16 g) in dry methanol (5 ml) was stirred for 18 hours at room temperature. The white solid was filtered off, washed with methanol and dried in vacuo to give 1,2-bis[4-(2-guanidinothiazol-4-yl)-butylamino]cyclobutene-3,4-dione, 0.16 g., m.p. 228°-229° C. Reactants: CI, COc1ccc2[nH]cc(C#N)c2c1, [H-], [H][H], [Na+], C1CCOC1. The product is COc1ccc2c(c1)c(C#N)cn2C. Reaction SMILES: [CH3:18][I:19].[CH3:1][O:2][c:3]1[cH:4][c:5]2[c:6]([C:12]#[N:13])[cH:7][nH:8][c:9]2[cH:10][cH:11]1.[H-:15].[H:16][H:17].[Na+:14].[O:20]1[CH2:21][CH2:22][CH2:23][CH2:24]1>>[CH3:1][O:2][c:3]1[cH:4][c:5]2[c:6]([C:12]#[N:13])[cH:7][n:8]([CH3:18])[c:9]2[cH:10][cH:11]1. Starting materials: [Al+3], CC(=O)NCCCCc1ccccc1, [Cl-], [Cl-], [Cl-], CC(Cl)C(=O)Cl, CC(Cl)Cl, O. Yields the product CC(=O)NCCCCc1ccc(C(=O)C(C)Cl)cc1. Reaction SMILES: [Al+3:2].[C:9]([CH3:10])(=[O:11])[NH:12][CH2:13][CH2:14][CH2:15][CH2:16][c:17]1[cH:18][cH:19][cH:20][cH:21][cH:22]1.[Cl-:1].[Cl-:3].[Cl-:4].[Cl:23][CH:24]([C:25](=[O:26])[Cl:27])[CH3:28].[Cl:5][CH:6]([Cl:7])[CH3:8].[OH2:29]>>[C:9]([CH3:10])(=[O:11])[NH:12][CH2:13][CH2:14][CH2:15][CH2:16][c:17]1[cH:18][cH:19][c:20]([C:25]([CH:24]([Cl:23])[CH3:28])=[O:26])[cH:21][cH:22]1.